Dataset: the Open Reaction Database (ORD), a public repository of structured organic reaction records. Task: describe an organic reaction: reactants, conditions, products, and yield Reactants: C(O)([O-])=O.[Na+] (sodium hydrogencarbonate), NC1=CC=C(OC2=CC(=NC=C2)NC(N(C2CCN(CC2)C)C)=O)C=C1 (3-[4-(4-Aminophenoxy)pyridin-2-yl]-1-methyl-1-(1-methylpiperidin-4-yl)urea), C1(=CC=CC=C1)CC(=O)N=C=S (Phenylacetyl isothiocyanate), CC1(C2CCC1(C(=O)C2)CS(=O)(=O)O)C (D-10-camphorsulfonic acid). Run in CCCCCC (hexane), C(C)OCC (diethyl ether), C(C)O (ethanol). The product is CN(C(=O)NC1=NC=CC(=C1)OC1=CC=C(C=C1)NC(=S)NC(CC1=CC=CC=C1)=O)C1CCN(CC1)C (1-Methyl-1-(1-methylpiperidin-4-yl)-3-{4-[4-(3-phenylacetylthioureido)phenoxy]pyridin-2-yl}urea). Yield: 2.2%. As a reaction SMILES: [NH2:1][C:2]1[CH:26]=[CH:25][C:5]([O:6][C:7]2[CH:12]=[CH:11][N:10]=[C:9]([NH:13][C:14](=[O:24])[N:15]([CH3:23])[CH:16]3[CH2:21][CH2:20][N:19]([CH3:22])[CH2:18][CH2:17]3)[CH:8]=2)=[CH:4][CH:3]=1.CC1(C)C2(CS(O)(=O)=O)C(CC1CC2)=O.[C:42]1([CH2:48][C:49]([N:51]=[C:52]=[S:53])=[O:50])[CH:47]=[CH:46][CH:45]=[CH:44][CH:43]=1.C(=O)([O-])O.[Na+]>C(O)C.CCCCCC.C(OCC)C>[CH3:23][N:15]([CH:16]1[CH2:17][CH2:18][N:19]([CH3:22])[CH2:20][CH2:21]1)[C:14]([NH:13][C:9]1[CH:8]=[C:7]([O:6][C:5]2[CH:25]=[CH:26][C:2]([NH:1][C:52]([NH:51][C:49](=[O:50])[CH2:48][C:42]3[CH:43]=[CH:44][CH:45]=[CH:46][CH:47]=3)=[S:53])=[CH:3][CH:4]=2)[CH:12]=[CH:11][N:10]=1)=[O:24] |f:3.4|. Procedure: 3-[4-(4-Aminophenoxy)pyridin-2-yl]-1-methyl-1-(1-methylpiperidin-4-yl)urea (60 mg) was dissolved in ethanol (1 ml) while stirring, and then D-10-camphorsulfonic acid (39.3 mg) was added thereto under a nitrogen atmosphere, followed by stirring for 5 min. Phenylacetyl isothiocyanate (toluene solution, 1.82 M, 0.074 ml) was added thereto, followed by stirring further for 1.5 hrs. The reaction mixture was partitioned between ethyl acetate (30 ml) and a saturated aqueous solution of sodium hydrogenc... Starting materials: [OH-].[Na+] (sodium hydroxide), Cl (hydrochloric acid), ClC1=CC=C(C=C1)C=1N=NC(=CC1Br)Br.ClC1=CC=C(C=C1)C=1N=NC(=CC1O)Br (3-(4'-Chlorophenyl)-4-hydroxy-6-bromopyridazine 3-(4'-Chlorophenyl)-4,6-dibromopyridazine), N (ammonia). Run in O (water), O1CCOCC1 (dioxane). The product is ClC1=CC=C(C=C1)C=1N=NC(=CC1O)Br (3-(4'-chlorophenyl)-4-hydroxy-6-bromopyridazine). Reaction SMILES: ClC1C=CC(C2N=NC(Br)=CC=2Br)=CC=1.[Cl:16][C:17]1[CH:22]=[CH:21][C:20]([C:23]2[N:24]=[N:25][C:26]([Br:30])=[CH:27][C:28]=2[OH:29])=[CH:19][CH:18]=1.[OH-].[Na+].N.Cl>O1CCOCC1.O>[Cl:16][C:17]1[CH:18]=[CH:19][C:20]([C:23]2[N:24]=[N:25][C:26]([Br:30])=[CH:27][C:28]=2[OH:29])=[CH:21][CH:22]=1 |f:0.1,2.3|. Reported procedure: 3-(4'-Chlorophenyl)-4-hydroxy-6-bromopyridazine 3-(4'-Chlorophenyl)-4,6-dibromopyridazine (52.2 g, 0.1498 mol) was dissolved in hot dioxane (300 ml) and a solution of 12 g (0.3 mol) of sodium hydroxide solution in 50 ml of water was added dropwise in the course of 10 minutes while the mixture was refluxed gently. The mixture was maintained under reflux for a further 4.5 hours, the dioxane was evaporated in vacuo, and the solid residue was dissolved in 1 l of hot water (95° C.). A small amount of... As a reaction SMILES: [C:20]([CH2:21][CH3:22])(=[O:23])[Cl:24].[CH3:1][c:2]1[cH:3][cH:4][c:5]2[c:6](=[O:19])[n:7]3[c:8]([n:9][c:10]2[cH:11]1)[nH:12][c:13]1[c:14]3[cH:15][cH:16][cH:17][cH:18]1>>[CH3:1][c:2]1[cH:3][cH:4][c:5]2[c:6](=[O:19])[n:7]3[c:8]([n:9][c:10]2[cH:11]1)[n:12]([C:20]([CH2:21][CH3:22])=[O:23])[c:13]1[c:14]3[cH:15][cH:16][cH:17][cH:18]1. Yields the product CCC(=O)n1c2ccccc2n2c(=O)c3ccc(C)cc3nc12. Starting materials: CCC(=O)Cl, Cc1ccc2c(=O)n3c(nc2c1)[nH]c1ccccc13. Starting materials: CC(C)(C)N=C=O, Nc1ccc(C2CCC(N3CC(NC(=O)CNC(=O)c4cccc(C(F)(F)F)c4)C3)CC2)cc1, CN(C)C=O. The product is CC(C)(C)NC(=O)Nc1ccc(C2CCC(N3CC(NC(=O)CNC(=O)c4cccc(C(F)(F)F)c4)C3)CC2)cc1. Reaction SMILES: [C:35]([CH3:36])([CH3:37])([CH3:38])[N:39]=[C:40]=[O:41].[NH2:1][c:2]1[cH:3][cH:4][c:5]([CH:8]2[CH2:9][CH2:10][CH:11]([N:14]3[CH2:15][CH:16]([NH:18][C:19](=[O:20])[CH2:21][NH:22][C:23]([c:24]4[cH:25][c:26]([C:30]([F:31])([F:32])[F:33])[cH:27][cH:28][cH:29]4)=[O:34])[CH2:17]3)[CH2:12][CH2:13]2)[cH:6][cH:7]1.[O:42]=[CH:43][N:44]([CH3:45])[CH3:46]>>[NH:1]([c:2]1[cH:3][cH:4][c:5]([CH:8]2[CH2:9][CH2:10][CH:11]([N:14]3[CH2:15][CH:16]([NH:18][C:19](=[O:20])[CH2:21][NH:22][C:23]([c:24]4[cH:25][c:26]([C:30]([F:31])([F:32])[F:33])[cH:27][cH:28][cH:29]4)=[O:34])[CH2:17]3)[CH2:12][CH2:13]2)[cH:6][cH:7]1)[C:40]([NH:39][C:35]([CH3:36])([CH3:37])[CH3:38])=[O:41]. Starting materials: [Br-], COc1cc(C=O)cc(OC)c1Br, C1CCOC1, C[Mg+]. Product: COc1cc(C(C)O)cc(OC)c1Br. Reaction SMILES: [Br-:14].[Br:1][c:2]1[c:3]([O:12][CH3:13])[cH:4][c:5]([CH:6]=[O:7])[cH:8][c:9]1[O:10][CH3:11].[CH2:17]1[O:18][CH2:19][CH2:20][CH2:21]1.[CH3:15][Mg+:16]>>[Br:1][c:2]1[c:3]([O:12][CH3:13])[cH:4][c:5]([CH:6]([OH:7])[CH3:15])[cH:8][c:9]1[O:10][CH3:11]. Reactants: O=C([O-])[O-], SCc1ccccc1, Cl, [Cs+], [Cs+], O=Cc1ccc(F)cc1, O. Yields the product O=Cc1ccc(SCc2ccccc2)cc1. Reaction SMILES: [C:1](=[O:2])([O-:3])[O-:4].[CH2:7]([c:8]1[cH:9][cH:10][cH:11][cH:12][cH:13]1)[SH:14].[ClH:24].[Cs+:5].[Cs+:6].[F:15][c:16]1[cH:17][cH:18][c:19]([CH:20]=[O:21])[cH:22][cH:23]1.[OH2:25]>>[CH2:7]([c:8]1[cH:9][cH:10][cH:11][cH:12][cH:13]1)[S:14][c:16]1[cH:17][cH:18][c:19]([CH:20]=[O:21])[cH:22][cH:23]1. Reactants: BrCCBr (1,2-dibromoethane), C1(=CC=CC=C1)N=C=S (phenylisothiocyanate), C1(=CC=CC=C1)SCC#N (phenylthioacetonitrile), [H-].[Na+] (sodium hydride). The solvent is CCOCC (ether), O (water), CN(C=O)C (dimethylformamide). Conditions: time 1 hour. The product is C1(=CC=CC=C1)SC(C#N)=C1SCCN1C1=CC=CC=C1 (2-Phenylthio-2-(3-phenyl-1,3-thiazolidine-2-yliden)acetonitrile). Isolated yield 60.1%. As a reaction SMILES: [C:1]1([N:7]=[C:8]=[S:9])[CH:6]=[CH:5][CH:4]=[CH:3][CH:2]=1.[C:10]1([S:16][CH2:17][C:18]#[N:19])[CH:15]=[CH:14][CH:13]=[CH:12][CH:11]=1.[H-].[Na+].Br[CH2:23][CH2:24]Br>CN(C)C=O.CCOCC.O>[C:10]1([S:16][C:17](=[C:8]2[N:7]([C:1]3[CH:6]=[CH:5][CH:4]=[CH:3][CH:2]=3)[CH2:24][CH2:23][S:9]2)[C:18]#[N:19])[CH:15]=[CH:14][CH:13]=[CH:12][CH:11]=1 |f:2.3|. Procedure details: 18.9 g (140 mmols) of phenylisothiocyanate and 20.9 g (140 mmols) of phenylthioacetonitrile dissolved in 50 ml of dimethylformamlde were added dropwise with stirring at room temperature to a suspension of 11.5 g of sodium hydride (60% oil, 287 mmols) in 200 ml of dimethylformamide. The mixture was stirred for 1 hour, and 28.9 g (154 mmols) of 1,2-dibromoethane was added dropwise at room temperature. Then the mixture was stirred for 3 hours. To the reaction mixture were added 300 ml of water and ... Reported procedure: (2,6-Dichloro-pyrido[3,2-d]pyrimidin-4-yl)-(2,2,2-trifluoro-ethyl)-amine (2.3 g) and 3-Aminomethyl-benzenesulfonamide (0.336 g) were dissolved in NMP (10 mL) and dioxane (10 mL), treated with diisopropylethylamine (0.160 mL) and heated to reflux. After 8 h, additional portions of 3-Aminomethyl-benzenesulfonamide (440 mg) and diisopropylethylamine (0.200 mL). After an additional 12 h of heating, additional diisopropylethylamine was added (1.2 mL). The reaction mixture was stirred for another 24 h... RXN SMILES: Cl[C:2]1[N:3]=[C:4]([NH:13][CH2:14][C:15]([F:18])([F:17])[F:16])[C:5]2[N:11]=[C:10](Cl)[CH:9]=[CH:8][C:6]=2[N:7]=1.[NH2:19][CH2:20][C:21]1[CH:22]=[C:23]([S:27]([NH2:30])(=[O:29])=[O:28])[CH:24]=[CH:25][CH:26]=1.C(N([CH:37]([CH3:39])[CH3:38])CC)(C)C.CO.CN1C(=O)[CH2:46][CH2:45][CH2:44]1>O1CCOCC1.O>[CH3:23][S:27]([C:44]1[CH:45]=[C:46]([C:10]2[CH:9]=[CH:8][C:6]3[N:7]=[C:2]([NH:19][CH2:20][C:21]4[CH:22]=[C:23]([S:27]([NH2:30])(=[O:28])=[O:29])[CH:24]=[CH:25][CH:26]=4)[N:3]=[C:4]([NH:13][CH2:14][C:15]([F:18])([F:17])[F:16])[C:5]=3[N:11]=2)[CH:39]=[CH:37][CH:38]=1)(=[O:29])=[O:28]. The product is CS(=O)(=O)C=1C=C(C=CC1)C=1C=CC=2N=C(N=C(C2N1)NCC(F)(F)F)NCC=1C=C(C=CC1)S(=O)(=O)N (3-{[6-(3-Methanesulfonyl-phenyl)-4-(2,2,2-trifluoro-ethylamino)-pyrido[3,2-d]pyrimidin-2-ylamino]-methyl}-benzenesulfonamide). Run at time 8 hour. The solvent is O1CCOCC1 (dioxane), O (water). The reactants are NCC=1C=C(C=CC1)S(=O)(=O)N (3-Aminomethyl-benzenesulfonamide), C(C)(C)N(CC)C(C)C (diisopropylethylamine), CO (Methanol), ClC=1N=C(C2=C(N1)C=CC(=N2)Cl)NCC(F)(F)F ((2,6-Dichloro-pyrido[3,2-d]pyrimidin-4-yl)-(2,2,2-trifluoro-ethyl)-amine), NCC=1C=C(C=CC1)S(=O)(=O)N (3-Aminomethyl-benzenesulfonamide), CN1CCCC1=O (NMP), C(C)(C)N(CC)C(C)C (diisopropylethylamine), C(C)(C)N(CC)C(C)C (diisopropylethylamine).